Dataset: the Open Reaction Database (ORD), a public repository of structured organic reaction records. Task: describe an organic reaction: reactants, conditions, products, and yield Reactants: Cc1ccccc1, CC(C)n1cnc2c(Cl)ncnc21, [Na+], [Na+], O=C([O-])[O-], OB(O)c1ccc(OC2CCCCO2)cc1, c1ccc(P(c2ccccc2)(c2ccccc2)[Pd](P(c2ccccc2)(c2ccccc2)c2ccccc2)(P(c2ccccc2)(c2ccccc2)c2ccccc2)P(c2ccccc2)(c2ccccc2)c2ccccc2)cc1. The product is CC(C)n1cnc2c(-c3ccc(OC4CCCCO4)cc3)ncnc21. Reaction SMILES: [CH3:36][c:37]1[cH:38][cH:39][cH:40][cH:41][cH:42]1.[Cl:1][c:2]1[c:3]2[n:4][cH:5][n:6]([CH:11]([CH3:12])[CH3:13])[c:7]2[n:8][cH:9][n:10]1.[Na+:30].[Na+:31].[O-:32][C:33](=[O:34])[O-:35].[O:14]1[CH:15]([O:20][c:21]2[cH:22][cH:23][c:24]([B:27]([OH:28])[OH:29])[cH:25][cH:26]2)[CH2:16][CH2:17][CH2:18][CH2:19]1.[cH:43]1[cH:44][cH:45][c:46]([P:47]([Pd:48]([P:49]([c:50]2[cH:51][cH:52][cH:53][cH:54][cH:55]2)([c:56]2[cH:57][cH:58][cH:59][cH:60][cH:61]2)[c:62]2[cH:63][cH:64][cH:65][cH:66][cH:67]2)([P:68]([c:69]2[cH:70][cH:71][cH:72][cH:73][cH:74]2)([c:75]2[cH:76][cH:77][cH:78][cH:79][cH:80]2)[c:81]2[cH:82][cH:83][cH:84][cH:85][cH:86]2)[P:87]([c:88]2[cH:89][cH:90][cH:91][cH:92][cH:93]2)([c:94]2[cH:95][cH:96][cH:97][cH:98][cH:99]2)[c:100]2[cH:101][cH:102][cH:103][cH:104][cH:105]2)([c:106]2[cH:107][cH:108][cH:109][cH:110][cH:111]2)[c:112]2[cH:113][cH:114][cH:115][cH:116][cH:117]2)[cH:118][cH:119]1>>[c:2]1(-[c:24]2[cH:23][cH:22][c:21]([O:20][CH:15]3[O:14][CH2:19][CH2:18][CH2:17][CH2:16]3)[cH:26][cH:25]2)[c:3]2[n:4][cH:5][n:6]([CH:11]([CH3:12])[CH3:13])[c:7]2[n:8][cH:9][n:10]1. The reactants are CCOC(C)=O, CC(C)(C)OC(=O)COc1cccc(C(=O)C=Cc2cccnc2)c1. The product is CC(C)(C)OC(=O)COc1cccc(C(=O)CCc2cccnc2)c1. As a reaction SMILES: [CH3:26][CH2:27][O:28][C:29]([CH3:30])=[O:31].[n:1]1[cH:2][c:3]([CH:7]=[CH:8][C:9](=[O:10])[c:11]2[cH:12][c:13]([O:17][CH2:18][C:19](=[O:20])[O:21][C:22]([CH3:23])([CH3:24])[CH3:25])[cH:14][cH:15][cH:16]2)[cH:4][cH:5][cH:6]1>>[n:1]1[cH:2][c:3]([CH2:7][CH2:8][C:9](=[O:10])[c:11]2[cH:12][c:13]([O:17][CH2:18][C:19](=[O:20])[O:21][C:22]([CH3:23])([CH3:24])[CH3:25])[cH:14][cH:15][cH:16]2)[cH:4][cH:5][cH:6]1. Reactants: C(C(=O)O)(=O)O (oxalic acid), O1[C@@H](C1)COC1=C2C=CNC2=CC=C1 ((S)-(+)-4-(oxiranylmethoxy)-1H-indole), OC1(CCNCC1)C1=CC(=C(C=C1)Cl)C(F)(F)F (4-hydroxy-4-(3-trifluoromethyl-4-chlorophenyl)piperidine), CO (methanol). The solvent is C(C)(=O)OCC (ethyl acetate), C(C)(=O)OCC (ethyl acetate). The product is C(C(=O)O)(=O)O.N1C=CC2=C(C=CC=C12)OC[C@H](CN1CCC(CC1)(C1=CC(=C(C=C1)Cl)C(F)(F)F)O)O ((2S)-(-)-1-(4-indolyloxy)-3-(4-hydroxy-4-(3-trifluoromethyl-4-chlorophenyl)piperidin-1-yl)-2-propanol ethanedioate). RXN SMILES: [O:1]1[CH2:3][C@H:2]1[CH2:4][O:5][C:6]1[CH:14]=[CH:13][CH:12]=[C:11]2[C:7]=1[CH:8]=[CH:9][NH:10]2.[OH:15][C:16]1([C:22]2[CH:27]=[CH:26][C:25]([Cl:28])=[C:24]([C:29]([F:32])([F:31])[F:30])[CH:23]=2)[CH2:21][CH2:20][NH:19][CH2:18][CH2:17]1.[C:33]([OH:38])(=[O:37])[C:34]([OH:36])=[O:35].CO>C(OCC)(=O)C>[C:33]([OH:38])(=[O:37])[C:34]([OH:36])=[O:35].[NH:10]1[C:11]2[C:7](=[C:6]([O:5][CH2:4][C@@H:2]([OH:1])[CH2:3][N:19]3[CH2:20][CH2:21][C:16]([OH:15])([C:22]4[CH:27]=[CH:26][C:25]([Cl:28])=[C:24]([C:29]([F:30])([F:32])[F:31])[CH:23]=4)[CH2:17][CH2:18]3)[CH:14]=[CH:13][CH:12]=2)[CH:8]=[CH:9]1 |f:5.6|. Procedure details: The title compound was prepared in similar fashion from (S)-(+)-4-(oxiranylmethoxy)-1H-indole and 4-hydroxy-4-(3-trifluoromethyl-4-chlorophenyl)piperidine. The resulting free base was dissolved in ethyl acetate, and precipitated with one equivalent of oxalic acid in ethyl acetate in 85% overall yield. FDMS m/e=469 (M+ of free base). α[D]589 =-11.53 (c=0.54, methanol). Starting materials: CCOC(=O)c1nc2n(c(=O)c1O)CC1CCC2(NC(=O)OCc2ccccc2)CC1, CCO, Cl, [H][H]. The product is CCOC(=O)c1nc2n(c(=O)c1O)CC1CCC2(N)CC1. Reaction SMILES: [CH2:1]([O:2][C:3](=[O:4])[NH:11][C:12]12[c:13]3[n:14]([c:21](=[O:31])[c:22]([OH:30])[c:23]([C:25](=[O:26])[O:27][CH2:28][CH3:29])[n:24]3)[CH2:15][CH:16]([CH2:17][CH2:18]1)[CH2:19][CH2:20]2)[c:5]1[cH:6][cH:7][cH:8][cH:9][cH:10]1.[CH3:35][CH2:36][OH:37].[ClH:32].[H:33][H:34]>>[NH2:11][C:12]12[c:13]3[n:14]([c:21](=[O:31])[c:22]([OH:30])[c:23]([C:25](=[O:26])[O:27][CH2:28][CH3:29])[n:24]3)[CH2:15][CH:16]([CH2:17][CH2:18]1)[CH2:19][CH2:20]2. The product is Oc1ccc(CN2CCC(Nc3ccc4[nH]ncc4c3)CC2)cc1. As a reaction SMILES: [CH2:1]([c:2]1[cH:3][cH:4][cH:5][cH:6][cH:7]1)[O:8][c:9]1[cH:10][cH:11][c:12]([CH2:13][N:14]2[CH2:15][CH2:16][CH:17]([NH:20][c:21]3[cH:22][c:23]4[cH:24][n:25][nH:26][c:27]4[cH:28][cH:29]3)[CH2:18][CH2:19]2)[cH:30][cH:31]1.[CH3:32][CH2:33][OH:34]>>[OH:8][c:9]1[cH:10][cH:11][c:12]([CH2:13][N:14]2[CH2:15][CH2:16][CH:17]([NH:20][c:21]3[cH:22][c:23]4[cH:24][n:25][nH:26][c:27]4[cH:28][cH:29]3)[CH2:18][CH2:19]2)[cH:30][cH:31]1. Reactants: c1ccc(COc2ccc(CN3CCC(Nc4ccc5[nH]ncc5c4)CC3)cc2)cc1, CCO.